Dataset: the Open Reaction Database (ORD), a public repository of structured organic reaction records. Task: describe an organic reaction: reactants, conditions, products, and yield Reactants: C1COCCO1, CC(=O)Nc1nc2ccc(B3OC(C)(C)C(C)(C)O3)cc2s1, Clc1ccnc(Cl)n1, [Na+], [Na+], O=C([O-])[O-], [Pd], c1ccc(P(c2ccccc2)c2ccccc2)cc1, c1ccc(P(c2ccccc2)c2ccccc2)cc1, c1ccc(P(c2ccccc2)c2ccccc2)cc1, c1ccc(P(c2ccccc2)c2ccccc2)cc1. Yields the product CC(=O)Nc1nc2ccc(-c3ccnc(Cl)n3)cc2s1. Reaction SMILES: [CH2:37]1[O:38][CH2:39][CH2:40][O:41][CH2:42]1.[CH3:9][C:10]1([CH3:11])[C:12]([CH3:13])([CH3:14])[O:15][B:16]([c:17]2[cH:18][c:19]3[c:20]([n:21][c:22]([NH:24][C:25]([CH3:26])=[O:27])[s:23]3)[cH:28][cH:29]2)[O:30]1.[Cl:1][c:2]1[n:3][cH:4][cH:5][c:6]([Cl:8])[n:7]1.[Na+:31].[Na+:32].[O-:33][C:34](=[O:35])[O-:36].[Pd:119].[c:100]1([P:101]([c:102]2[cH:103][cH:104][cH:105][cH:106][cH:107]2)[c:108]2[cH:109][cH:110][cH:111][cH:112][cH:113]2)[cH:114][cH:115][cH:116][cH:117][cH:118]1.[c:43]1([P:44]([c:45]2[cH:46][cH:47][cH:48][cH:49][cH:50]2)[c:51]2[cH:52][cH:53][cH:54][cH:55][cH:56]2)[cH:57][cH:58][cH:59][cH:60][cH:61]1.[c:62]1([P:63]([c:64]2[cH:65][cH:66][cH:67][cH:68][cH:69]2)[c:70]2[cH:71][cH:72][cH:73][cH:74][cH:75]2)[cH:76][cH:77][cH:78][cH:79][cH:80]1.[c:81]1([P:82]([c:83]2[cH:84][cH:85][cH:86][cH:87][cH:88]2)[c:89]2[cH:90][cH:91][cH:92][cH:93][cH:94]2)[cH:95][cH:96][cH:97][cH:98][cH:99]1>>[Cl:1][c:2]1[n:3][cH:4][cH:5][c:6](-[c:17]2[cH:18][c:19]3[c:20]([n:21][c:22]([NH:24][C:25]([CH3:26])=[O:27])[s:23]3)[cH:28][cH:29]2)[n:7]1. Starting materials: CC(C)OC(N[C@@H]1C[C@@H](N(C2=CC=C(C=C12)B1OC(C(O1)(C)C)(C)C)C(C)=O)C)=O (1-methylethyl[(2S,4R)-1-acetyl-2-methyl-6-(4,4,5,5-tetramethyl-1,3,2-dioxaborolan-2-yl)-1,2,3,4-tetrahydro-4-quinolinyl]carbamate), C([O-])([O-])=O.[K+].[K+] (potassium carbonate), Intermediate 52, CC(C)(C)N(C([O-])=O)CCC1=CC=C(C=C1)Br (1,1-dimethylethyl[2-(4-bromophenyl)ethyl]carbamate). The reagents and catalysts are C=1C=CC(=CC1)[P](C=2C=CC=CC2)(C=3C=CC=CC3)[Pd]([P](C=4C=CC=CC4)(C=5C=CC=CC5)C=6C=CC=CC6)([P](C=7C=CC=CC7)(C=8C=CC=CC8)C=9C=CC=CC9)[P](C=1C=CC=CC1)(C=1C=CC=CC1)C=1C=CC=CC1 (tetrakis(triphenylphosphine)palladium(0)). Conditions: temperature 100 celsius, time 50 minute. Yields the product CC(C)OC(N[C@@H]1C[C@@H](N(C2=CC=C(C=C12)C1=CC=C(C=C1)CCNC(=O)OC(C)(C)C)C(C)=O)C)=O (1-methylethyl((2S,4R)-1-acetyl-6-{4-[2-({[(1,1-dimethylethyl)oxy]carbonyl}amino)ethyl]phenyl}-2-methyl-1,2,3,4-tetrahydro-4-quinolinyl)carbamate). Isolated yield 31.0%. Reaction SMILES: [CH3:1][CH:2]([O:4][C:5](=[O:30])[NH:6][C@H:7]1[C:16]2[C:11](=[CH:12][CH:13]=[C:14](B3OC(C)(C)C(C)(C)O3)[CH:15]=2)[N:10]([C:26](=[O:28])[CH3:27])[C@@H:9]([CH3:29])[CH2:8]1)[CH3:3].CC([N:35]([CH2:39][CH2:40][C:41]1[CH:46]=[CH:45][C:44](Br)=[CH:43][CH:42]=1)[C:36](=[O:38])[O-:37])(C)C.C(=O)([O-])[O-].[K+].[K+]>C1C=CC([P]([Pd]([P](C2C=CC=CC=2)(C2C=CC=CC=2)C2C=CC=CC=2)([P](C2C=CC=CC=2)(C2C=CC=CC=2)C2C=CC=CC=2)[P](C2C=CC=CC=2)(C2C=CC=CC=2)C2C=CC=CC=2)(C2C=CC=CC=2)C2C=CC=CC=2)=CC=1>[CH3:3][CH:2]([O:4][C:5](=[O:30])[NH:6][C@H:7]1[C:16]2[C:11](=[CH:12][CH:13]=[C:14]([C:44]3[CH:43]=[CH:42][C:41]([CH2:40][CH2:39][NH:35][C:36]([O:37][C:16]([CH3:11])([CH3:7])[CH3:15])=[O:38])=[CH:46][CH:45]=3)[CH:15]=2)[N:10]([C:26](=[O:28])[CH3:27])[C@@H:9]([CH3:29])[CH2:8]1)[CH3:1] |f:2.3.4,^1:57,59,78,97|. Reported procedure: A mixture of 1-methylethyl[(2S,4R)-1-acetyl-2-methyl-6-(4,4,5,5-tetramethyl-1,3,2-dioxaborolan-2-yl)-1,2,3,4-tetrahydro-4-quinolinyl]carbamate (for a preparation see Intermediate 52) (125 mg, 0.300 mmol), 1,1-dimethylethyl[2-(4-bromophenyl)ethyl]carbamate (90 mg, 0.300 mmol), potassium carbonate (104 mg, 0.751 mmol) and tetrakis(triphenylphosphine)palladium(0) (17.35 mg, 0.015 mmol) was degassed under house vacuum for 15 min and quenched several times with nitrogen, then was then stirred at 100°...